This data is from the Open Reaction Database (ORD), a public repository of structured organic reaction records. The task is: describe an organic reaction: reactants, conditions, products, and yield Starting materials: C(CCC)OC1=C(C(=[N+](C=C1)[O-])C)C (4-butoxy-2,3-dimethylpyridine-1-oxide), C(C)(=O)OC(C)=O (acetic anhydride). Yields the product C(C)(=O)OCC1=NC=CC(=C1C)OCCCC (2-acetoxymethyl-3-methyl-4-butoxy-pyridine). Yield: 45.8%. Reaction SMILES: [CH2:1]([O:5][C:6]1[CH:11]=[CH:10][N+:9]([O-])=[C:8]([CH3:13])[C:7]=1[CH3:14])[CH2:2][CH2:3][CH3:4].[C:15]([O:18]C(=O)C)(=[O:17])[CH3:16]>>[C:15]([O:18][CH2:13][C:8]1[C:7]([CH3:14])=[C:6]([O:5][CH2:1][CH2:2][CH2:3][CH3:4])[CH:11]=[CH:10][N:9]=1)(=[O:17])[CH3:16]. Procedure: To 24.1 g of 4-butoxy-2,3-dimethylpyridine-1-oxide, 44.0 g (4.0 eq.) of acetic anhydride was added, and the mixture was allowed to react for 4 hours at 90° C. Acetic anhydride was distilled off, and then the resulting concentrated residue was purified on a silica gel column, to obtain 13.4 g of 2-acetoxymethyl-3-methyl-4-butoxy-pyridine as an oily matter. Starting materials: C(C)(=O)OCCCCCCCCCC(=O)O (10-acetyloxydecanoic acid), ClC(C(=O)OC(C(Cl)Cl)=O)Cl (dichloroacetic anhydride), COC=1C=C(C=CC1OC)C (3,4-dimethoxytoluene). The solvent is ClC(C)Cl (dichloroethane). Reaction conditions: temperature 75 celsius, time 5 hour. Product: COC=1C=C(C(=CC1OC)C(CCCCCCCCCOC(C)=O)=O)C (3,4-dimethoxy-6-(10-acetyloxydecanoyl)toluene). Isolated yield 84.0%. RXN SMILES: [C:1]([O:4][CH2:5][CH2:6][CH2:7][CH2:8][CH2:9][CH2:10][CH2:11][CH2:12][CH2:13][C:14]([OH:16])=O)(=[O:3])[CH3:2].ClC(Cl)C(OC(=O)C(Cl)Cl)=O.[CH3:28][O:29][C:30]1[CH:31]=[C:32]([CH3:38])[CH:33]=[CH:34][C:35]=1[O:36][CH3:37]>ClC(Cl)C>[CH3:28][O:29][C:30]1[CH:31]=[C:32]([CH3:38])[C:33]([C:14](=[O:16])[CH2:13][CH2:12][CH2:11][CH2:10][CH2:9][CH2:8][CH2:7][CH2:6][CH2:5][O:4][C:1](=[O:3])[CH3:2])=[CH:34][C:35]=1[O:36][CH3:37]. Procedure: In 50 ml of dichloroethane were dissolved 11.51 g (0.05 mole) of 10-acetyloxydecanoic acid and 14.39 g (0.06 mole) of dichloroacetic anhydride. To the resulting solution were added 9.89 g (0.065 mole) of 3,4-dimethoxytoluene and 0.71 g of boron trifluoridediethyl ether complex and the resulting mixture was then stirred at 75° C. for 5 hours. After completion of the reaction, the reaction solution was cooled and washed successively with water, 5% aqueous sodium carbonate solution and water. The o...